From a dataset of the Open Reaction Database (ORD), a public repository of structured organic reaction records. describe an organic reaction: reactants, conditions, products, and yield Starting materials: N(=[N+]=[N-])C=1C(=O)C2=CC(=C(C=C2C(C1)=O)C)C (2-Azido-6,7-dimethyl naphtho-1,4-quinone), S(O)(O)(=O)=O (sulphuric acid), C1(=O)OCC2=CC=CC=C12 (phthalide). Reaction conditions: temperature 3 celsius, time 10 minute. The product is C(#N)C=C1OC(=O)C2=CC(=C(C=C12)C)C (3-Cyanomethylene-5,6-dimethyl phthalide). As a reaction SMILES: [N:1]([C:4]1[C:5]([C:7]2[C:12]([C:13](=[O:15])[CH:14]=1)=[CH:11][C:10]([CH3:16])=[C:9]([CH3:17])[CH:8]=2)=[O:6])=[N+]=[N-].S(=O)(=O)(O)O.C1(C2C(=CC=CC=2)CO1)=O>>[C:4]([CH:14]=[C:13]1[C:12]2[C:7](=[CH:8][C:9]([CH3:17])=[C:10]([CH3:16])[CH:11]=2)[C:5](=[O:6])[O:15]1)#[N:1]. Procedure details: 2-Azido-6,7-dimethyl naphtho-1,4-quinone (2.0 g) was added in small portions (10 mg) to cold (0°-5° C.), vigorously stirred concentrated sulphuric acid (30 ml. over 11/2 hours and the red solution stirred a further 10 minutes at 3° C. until nitrogen evolution ceased. Poured onto ice-water (400 g) whereby the phthalide separated as a whitish solid. After recrystallisation from ethanol in the presence of charcoal the white solid had m.p. 165°-181° C. (mixture of E and Z isomers). (Found; C, 72.10;... The reactants are N1N=CC(=C1)C1=CC2=C(C=3N=C(SC3CCO2)C(=O)O)C=C1 (8-(1H-Pyrazol-4-yl)-4,5-dihydro-6-oxa-3-thia-1-aza-benzo[e]azulene-2-carboxylic acid), CNC[C@@H]1OCCC1 ((R)—N-methyl-1(tetrahydrofuran-2-yl)methanamine). Product: CN(C(=O)C=1SC=2CCOC3=C(C2N1)C=CC(=C3)C=3C=NNC3)C[C@@H]3OCCC3 (8-(1H-Pyrazol-4-yl)-4,5-dihydro-6-oxa-3-thia-1-aza-benzo[e]azulene-2-carboxylic acid methyl-[(R)-1-(tetrahydro-furan-2-yl)methyl]-amide). As a reaction SMILES: [NH:1]1[CH:5]=[C:4]([C:6]2[CH:22]=[CH:21][C:9]3[C:10]4[N:11]=[C:12]([C:18](O)=[O:19])[S:13][C:14]=4[CH2:15][CH2:16][O:17][C:8]=3[CH:7]=2)[CH:3]=[N:2]1.[CH3:23][NH:24][CH2:25][C@H:26]1[CH2:30][CH2:29][CH2:28][O:27]1>>[CH3:23][N:24]([CH2:25][C@H:26]1[CH2:30][CH2:29][CH2:28][O:27]1)[C:18]([C:12]1[S:13][C:14]2[CH2:15][CH2:16][O:17][C:8]3[CH:7]=[C:6]([C:4]4[CH:3]=[N:2][NH:1][CH:5]=4)[CH:22]=[CH:21][C:9]=3[C:10]=2[N:11]=1)=[O:19]. Procedure details: Following the procedure for 103, 8-(1H-Pyrazol-4-yl)-4,5-dihydro-6-oxa-3-thia-1-aza-benzo[e]azulene-2-carboxylic acid (50.0 mg, 0.2 mmol) was reacted with (R)—N-methyl-1(tetrahydrofuran-2-yl)methanamine (1.2 equiv) to give 174 (18.4 mg, M+1 411.1) The yield is 16.0%. Reaction SMILES: [N:1]1[CH:6]=[CH:5][CH:4]=[C:3]([C:7]2[N:16]=[C:15]([C:17]([OH:19])=O)[C:14]3[C:9](=[CH:10][CH:11]=[CH:12][CH:13]=3)[N:8]=2)[CH:2]=1.Cl.[OH:21][C:22]1[C:31]([O:32][CH3:33])=[CH:30][CH:29]=[C:28]2[C:23]=1[CH2:24][CH2:25][NH:26][CH2:27]2>>[N:1]1[CH:6]=[CH:5][CH:4]=[C:3]([C:7]2[N:16]=[C:15]([C:17]([N:26]3[CH2:25][CH2:24][C:23]4[C:28](=[CH:29][CH:30]=[C:31]([O:32][CH3:33])[C:22]=4[OH:21])[CH2:27]3)=[O:19])[C:14]3[C:9](=[CH:10][CH:11]=[CH:12][CH:13]=3)[N:8]=2)[CH:2]=1 |f:1.2|. The reactants are N1=CC(=CC=C1)C1=NC2=CC=CC=C2C(=N1)C(=O)O (2-(3-pyridinyl)quinazoline-4-carboxylic acid), Cl.OC1=C2CCNCC2=CC=C1OC (5-hydroxy-6-methoxy-1,2,3,4-tetrahydroisoquinoline hydrochloride). Product: N1=CC(=CC=C1)C1=NC2=CC=CC=C2C(=N1)C(=O)N1CC2=CC=C(C(=C2CC1)O)OC (2-[[2-(3-pyridinyl)quinazolin-4-yl]carbonyl]-5-hydroxy-6-methoxy-1,2,3,4-tetrahydroisoquinoline). Procedure details: Reaction of 2-(3-pyridinyl)quinazoline-4-carboxylic acid with 5-hydroxy-6-methoxy-1,2,3,4-tetrahydroisoquinoline hydrochloride gave compound 84 (16% yield) as a light yellow solid. 1H NMR (300 MHz, CD3OD) δ 2.82 and 3.08 (2t, 2H), 3.58 and 4.17 (2t, 2H), 3.83 and 3.89 (2s, 3H), 4.45 and 5.03 (2s, 2H), 6.29 and 6.79 (2d, 1H), 6.71 and 6.92 (2d, 1H), 7.60-8.25 (m, 5H), 8.71-8.72 (m, 1H), 8.92-9.05 (m, 1H), 9.68 and 9.73 (2s, 1H); MS (ESI) m/z 413 ([M+H]+). The reactants are NC1=C(C=CC=C1)NC(CC1=CN(C2=CC(=CC(=C12)O)F)CC)=O (N-(2-aminophenyl)-2-(1-ethyl-6-fluoro-4-hydroxy-1-H-indol-3-yl)acetamide). Solvent: C(C)(=O)O (acetic acid). Product: N1C(=NC2=C1C=CC=C2)CC2=CN(C=1C=C(C=C(C21)O)F)CC (3-((1H-benzo[d]imidazol-2-yl)methyl)-1-ethyl-6-fluoro-1H-indol-4-ol). Yield: 23.9%. As a reaction SMILES: [NH2:1][C:2]1[CH:7]=[CH:6][CH:5]=[CH:4][C:3]=1[NH:8][C:9](=O)[CH2:10][C:11]1[C:19]2[C:14](=[CH:15][C:16]([F:21])=[CH:17][C:18]=2[OH:20])[N:13]([CH2:22][CH3:23])[CH:12]=1>C(O)(=O)C>[NH:8]1[C:3]2[CH:4]=[CH:5][CH:6]=[CH:7][C:2]=2[N:1]=[C:9]1[CH2:10][C:11]1[C:19]2[C:18]([OH:20])=[CH:17][C:16]([F:21])=[CH:15][C:14]=2[N:13]([CH2:22][CH3:23])[CH:12]=1. Procedure: The solution of 12-2 (0.3 g, 0.92 mmol) in 25 mL of acetic acid was heated to 80° C. for 8 h. The volatile was removed in vacuo and the residue was neutralized with Na2CO3 solution to pH:7. The mixture was extracted with ethyl acetate (100 mL) and washed with brine. The organic layer was dried over anhydrous Na2SO4. After filtration and concentration, a residue was obtained, which was purified by preparative TLC to give 12-3 (68 mg, 23.9%) Reactants: NN1C(=NC(=CC1=O)C)NN (3-amino-2-hydrazino-6-methyl-4(3H)-pyrimidinone), C(OCC)(OCC)OCC (triethyl orthoformate). Solvent: C(CCC)O (n-butanol). Product: NN1C=NN2C1=NC(=CC2=O)C (3-Amino-5-methyl[1,2,4]triazolo[1,5-a]pyrimidin-7(3H)-one). As a reaction SMILES: [NH2:1][N:2]1[C:7](=[O:8])[CH:6]=[C:5]([CH3:9])[N:4]=[C:3]1[NH:10][NH2:11].[CH:12](OCC)(OCC)OCC>C(O)CCC>[NH2:11][N:10]1[C:3]2=[N:4][C:5]([CH3:9])=[CH:6][C:7](=[O:8])[N:2]2[N:1]=[CH:12]1. Procedure details: A 2.4 g portion of 3-amino-2-hydrazino-6-methyl-4(3H)-pyrimidinone was dissolved in 100 ml of n-butanol by heating to the boiling point. A 20 ml portion of triethyl orthoformate was added and the solution was refluxed for 45 minutes. The solid was collected while the solution was hot, washed with ether and dried, giving 1.45 g of the desired intermediate, mp 202°-204°.